From a dataset of the Open Reaction Database (ORD), a public repository of structured organic reaction records. describe an organic reaction: reactants, conditions, products, and yield Starting materials: C(C)(C)(C)OC(C(=C)C(O)C=1OC(=CC1)C(=O)OCC1=CC=CC=C1)=O (2-{[5-(Benzyloxycarbonyl)furan-2-yl](hydroxy)methyl}prop-2-enoic acid tert-butyl ester), C(OCC)([O-])[O-] (ethyl orthoformate), C(CC)(=O)O (propanoic acid). Conditions: temperature 138 celsius, time 5 hour. Yields the product C(C)OC(CCC(=CC=1OC(=CC1)C(=O)OCC1=CC=CC=C1)C(=O)OC(C)(C)C)=O (5-[5-(benzyloxycarbonyl)furan-2-yl]-4-tert-butoxycarbonyl-4-pentenoic acid ethyl ester). RXN SMILES: [C:1]([O:5][C:6](=[O:26])[C:7]([CH:9]([C:11]1[O:12][C:13]([C:16]([O:18][CH2:19][C:20]2[CH:25]=[CH:24][CH:23]=[CH:22][CH:21]=2)=[O:17])=[CH:14][CH:15]=1)O)=[CH2:8])([CH3:4])([CH3:3])[CH3:2].[CH:27]([O-:32])([O-])[O:28][CH2:29][CH3:30].[C:33](O)(=O)CC>>[CH2:29]([O:28][C:27](=[O:32])[CH2:33][CH2:8][C:7]([C:6]([O:5][C:1]([CH3:4])([CH3:3])[CH3:2])=[O:26])=[CH:9][C:11]1[O:12][C:13]([C:16]([O:18][CH2:19][C:20]2[CH:25]=[CH:24][CH:23]=[CH:22][CH:21]=2)=[O:17])=[CH:14][CH:15]=1)[CH3:30]. Procedure details: 2-{[5-(Benzyloxycarbonyl)furan-2-yl](hydroxy)methyl}prop-2-enoic acid tert-butyl ester (90 mg, 0.25 mmol) was dissolved in ethyl orthoformate (2.0 ml, 10.9 mmol), propanoic acid (8 mg, 0.10 mmol) was added, and the mixture was stirred at 138° C. for 5 hours. The mixture was purified by silica gel column chromatography to give the title compound. Reactants: [BH4-], COC(=O)C(F)(F)CC(COC(=O)OC(C)(C)C)N(C)C(=O)OC(C)(C)C, C1CCOC1, [Li+]. Product: CN(C(=O)OC(C)(C)C)C(COC(=O)OC(C)(C)C)CC(F)(F)CO. Reaction SMILES: [BH4-:28].[C:1]([CH3:2])([CH3:3])([CH3:4])[O:5][C:6](=[O:7])[N:8]([CH:9]([CH2:10][C:11]([C:12](=[O:13])[O:14][CH3:15])([F:16])[F:17])[CH2:18][O:19][C:20](=[O:21])[O:22][C:23]([CH3:24])([CH3:25])[CH3:26])[CH3:27].[CH2:30]1[O:31][CH2:32][CH2:33][CH2:34]1.[Li+:29]>>[C:1]([CH3:2])([CH3:3])([CH3:4])[O:5][C:6](=[O:7])[N:8]([CH:9]([CH2:10][C:11]([CH2:12][OH:13])([F:16])[F:17])[CH2:18][O:19][C:20](=[O:21])[O:22][C:23]([CH3:24])([CH3:25])[CH3:26])[CH3:27].